This data is from the Open Reaction Database (ORD), a public repository of structured organic reaction records. The task is: describe an organic reaction: reactants, conditions, products, and yield Starting materials: FC1=NC=C(C=C1C1=NC(=NC(=N1)C)N(CC1=CC=C(C=C1)OC)CC1=CC=C(C=C1)OC)[C@@H](C)N1CCN(CC1)S(=O)(=O)C ((R)-4-(2-fluoro-5-(1-(4-(methylsulfonyl)piperazin-1-yl)ethyl)pyridin-3-yl)-N,N-bis(4-methoxybenzyl)-6-methyl-1,3,5-triazin-2-amine), C(C)(C)C=1C=C(C=NC1OC)N (5-isopropyl-6-methoxypyridin-3-amine), C[Si](C)(C)[N-][Si](C)(C)C.[Li+] (lithium bis(trimethylsilyl)amide). The solvent is C1CCOC1 (THF), C1CCOC1 (THF). Conditions: time 30 minute. The product is C(C)(C)C=1C=C(C=NC1OC)NC1=NC=C(C=C1C1=NC(=NC(=N1)C)N(CC1=CC=C(C=C1)OC)CC1=CC=C(C=C1)OC)[C@@H](C)N1CCN(CC1)S(=O)(=O)C ((R)-4-(2-(5-isopropyl-6-methoxypyridin-3-ylamino)-5-(1-(4-(methylsulfonyl)piperazin-1-yl)ethyl)pyridin-3-yl)-N,N-bis(4-methoxybenzyl)-6-methyl-1,3,5-triazin-2-amine). Isolated yield 20.7%. As a reaction SMILES: F[C:2]1[C:7]([C:8]2[N:13]=[C:12]([CH3:14])[N:11]=[C:10]([N:15]([CH2:25][C:26]3[CH:31]=[CH:30][C:29]([O:32][CH3:33])=[CH:28][CH:27]=3)[CH2:16][C:17]3[CH:22]=[CH:21][C:20]([O:23][CH3:24])=[CH:19][CH:18]=3)[N:9]=2)=[CH:6][C:5]([C@H:34]([N:36]2[CH2:41][CH2:40][N:39]([S:42]([CH3:45])(=[O:44])=[O:43])[CH2:38][CH2:37]2)[CH3:35])=[CH:4][N:3]=1.[CH:46]([C:49]1[CH:50]=[C:51]([NH2:57])[CH:52]=[N:53][C:54]=1[O:55][CH3:56])([CH3:48])[CH3:47].C[Si]([N-][Si](C)(C)C)(C)C.[Li+]>C1COCC1>[CH:46]([C:49]1[CH:50]=[C:51]([NH:57][C:2]2[C:7]([C:8]3[N:13]=[C:12]([CH3:14])[N:11]=[C:10]([N:15]([CH2:16][C:17]4[CH:18]=[CH:19][C:20]([O:23][CH3:24])=[CH:21][CH:22]=4)[CH2:25][C:26]4[CH:27]=[CH:28][C:29]([O:32][CH3:33])=[CH:30][CH:31]=4)[N:9]=3)=[CH:6][C:5]([C@H:34]([N:36]3[CH2:37][CH2:38][N:39]([S:42]([CH3:45])(=[O:44])=[O:43])[CH2:40][CH2:41]3)[CH3:35])=[CH:4][N:3]=2)[CH:52]=[N:53][C:54]=1[O:55][CH3:56])([CH3:48])[CH3:47] |f:2.3|. Reported procedure: To a solution of (R)-4-(2-fluoro-5-(1-(4-(methylsulfonyl)piperazin-1-yl)ethyl)pyridin-3-yl)-N,N-bis(4-methoxybenzyl)-6-methyl-1,3,5-triazin-2-amine (Examples 145 and 146) 0.380 g, 0.598 mmol) and 5-isopropyl-6-methoxypyridin-3-amine (0.149 g, 0.897 mmol) in 3 mL THF at 0° C. was added lithium bis(trimethylsilyl)amide 1.0 M in THF (2.69 mL, 2.69 mmol) dropwise via syringe over 1 min. The dark red reaction was allowed to stir 30 min and was quenched by addition of saturated aq. NH4Cl. The reaction... The reactants are [Na] (sodium), C1(CCCCCN1)=O (caprolactam), C1(CCCCCN1)=O (caprolactam), polyamide. Product: C1(CCCCCCCCCCCN1)=O (laurolactam). Reaction SMILES: [Na].[C:2]1(=[O:9])[NH:8][CH2:7][CH2:6][CH2:5][CH2:4][CH2:3]1>>[C:2]1(=[O:9])[NH:8][CH2:7][CH2:6][CH2:5][CH2:4][CH2:3][CH2:7][CH2:6][CH2:5][CH2:4][CH2:3][CH2:2]1 |^1:0|. Procedure details: 0.3 mol % of sodium salt of caprolactam and 0.3 mol % of the co-catalyst of the Example 13 were dissolved in molten caprolactam. The mixture was heated to 160° - 163°C for 120 minutes. The polymerizate contained almost theoretical equilibrium amount of the polyamide. Similar result was obtained with laurolactam, using the same amount of 1,3,5,5-tetramethyl-2,4,6-piperidine-trione at equal conditions of polymerization. Starting materials: CCOP([O-])OCC, C[Si](C)(C)[N-][Si](C)(C)C, [Li+], C1CCOC1, ClCc1cn(C(c2ccccc2)(c2ccccc2)c2ccccc2)cn1. The product is CCOP(=O)(Cc1cn(C(c2ccccc2)(c2ccccc2)c2ccccc2)cn1)OCC. RXN SMILES: [CH2:1]([CH3:2])[O:3][P:4]([O:5][CH2:6][CH3:7])[O-:8].[CH3:9][Si:10]([N-:11][Si:12]([CH3:13])([CH3:14])[CH3:15])([CH3:16])[CH3:17].[Li+:18].[O:45]1[CH2:46][CH2:47][CH2:48][CH2:49]1.[c:19]1([C:25]([n:26]2[cH:27][n:28][c:29]([CH2:31][Cl:32])[cH:30]2)([c:33]2[cH:34][cH:35][cH:36][cH:37][cH:38]2)[c:39]2[cH:40][cH:41][cH:42][cH:43][cH:44]2)[cH:20][cH:21][cH:22][cH:23][cH:24]1>>[CH2:1]([CH3:2])[O:3][P:4]([O:5][CH2:6][CH3:7])(=[O:8])[CH2:31][c:29]1[n:28][cH:27][n:26]([C:25]([c:19]2[cH:20][cH:21][cH:22][cH:23][cH:24]2)([c:33]2[cH:34][cH:35][cH:36][cH:37][cH:38]2)[c:39]2[cH:40][cH:41][cH:42][cH:43][cH:44]2)[cH:30]1. The reactants are O=C([O-])[O-], COC(=O)C(Cc1ccc2ccccc2c1)N1CCN(S(=O)(=O)c2ccccc2[N+](=O)[O-])C(CC2CC2)C1=O, CC#N, [K+], [K+], Oc1ccc(S)cc1. The product is COC(=O)C(Cc1ccc2ccccc2c1)N1CCNC(CC2CC2)C1=O. Reaction SMILES: [C:48](=[O:49])([O-:50])[O-:51].[CH3:1][O:2][C:3]([CH:4]([CH2:5][c:6]1[cH:7][c:8]2[cH:9][cH:10][cH:11][cH:12][c:13]2[cH:14][cH:15]1)[N:16]1[C:17](=[O:38])[CH:18]([CH2:34][CH:35]2[CH2:36][CH2:37]2)[N:19]([S:22]([c:23]2[cH:24][cH:25][cH:26][cH:27][c:28]2[N+:29]([O-:30])=[O:31])(=[O:32])=[O:33])[CH2:20][CH2:21]1)=[O:39].[CH3:54][C:55]#[N:56].[K+:52].[K+:53].[SH:40][c:41]1[cH:42][cH:43][c:44]([OH:45])[cH:46][cH:47]1>>[CH3:1][O:2][C:3]([CH:4]([CH2:5][c:6]1[cH:7][c:8]2[cH:9][cH:10][cH:11][cH:12][c:13]2[cH:14][cH:15]1)[N:16]1[C:17](=[O:38])[CH:18]([CH2:34][CH:35]2[CH2:36][CH2:37]2)[NH:19][CH2:20][CH2:21]1)=[O:39]. Reactants: CO, CNC(=O)N=S(C)(=O)c1ccc([N+](=O)[O-])cc1, [Pd]. Yields the product CNC(=O)N=S(C)(=O)c1ccc(N)cc1. Reaction SMILES: [CH3:18][OH:19].[N+:1]([O-:2])(=[O:3])[c:4]1[cH:5][cH:6][c:7]([S:10](=[O:11])(=[N:12][C:13]([NH:14][CH3:15])=[O:16])[CH3:17])[cH:8][cH:9]1.[Pd:20]>>[NH2:1][c:4]1[cH:5][cH:6][c:7]([S:10](=[O:11])(=[N:12][C:13]([NH:14][CH3:15])=[O:16])[CH3:17])[cH:8][cH:9]1. The reactants are NCCC1=CNC2=CC=CC=C12 (tryptamine), NCCC1=CNC2=CC=CC=C12 (tryptamine), O=C1C=2N=CN(C2N=CN1)CCC(=O)OC1=CC=C(C=C1)[N+](=O)[O-] (3-(1,6-dihydro-6-oxo-9H-purin-9-yl)propanoic acid, 4-nitrophenyl ester), CS(=O)C (dimethylsulfoxide), NCCC1=CNC2=CC=CC=C12 (tryptamine). Solvent: CC(=O)C (acetone). Reaction conditions: time 5 hour. Yields the product O=C1C=2N=CN(C2N=CN1)CCC(=O)NCCC1=CNC2=CC=CC=C12 (3-(1,6-dihydro-6-oxo-9H-purin-9-yl)-N-[2-(1H-indol-3-yl)ethyl]propanamide). The yield is 48.0%. RXN SMILES: [NH2:1][CH2:2][CH2:3][C:4]1[C:12]2[C:7](=[CH:8][CH:9]=[CH:10][CH:11]=2)[NH:6][CH:5]=1.CS(C)=O.[O:17]=[C:18]1[NH:26][CH:25]=[N:24][C:23]2[N:22]([CH2:27][CH2:28][C:29](OC3C=CC([N+]([O-])=O)=CC=3)=[O:30])[CH:21]=[N:20][C:19]1=2>CC(C)=O>[O:17]=[C:18]1[NH:26][CH:25]=[N:24][C:23]2[N:22]([CH2:27][CH2:28][C:29]([NH:1][CH2:2][CH2:3][C:4]3[C:12]4[C:7](=[CH:8][CH:9]=[CH:10][CH:11]=4)[NH:6][CH:5]=3)=[O:30])[CH:21]=[N:20][C:19]1=2. Reported procedure: 0.700 g (4.37 mmol) of tryptamine were placed into a 50 ml round bottom flask equipped with a magnetic stirring bar. Then 5.0 ml of dimethylsulfoxide were added to dissolve the tryptamine. After all the tryptamine had gone into solution, 1.0 g (3.04 mmol) of 3-(1,6-dihydro-6-oxo-9H-purin-9-yl)propanoic acid, 4-nitrophenyl ester (AIT-0081) was added and the flask was sealed with a ground glass stopper. The mixture was stirred at room temperature for five hours. The reaction mixture was poured int... Starting materials: OCC1CC2=C(C(=C(C(=C2OC12CCC2)C)C)O)C (3-(Hydroxymethyl)-5,7,8-trimethyl-3,4-dihydrospiro[chromene-2,1′-cyclobutan]-6-ol), Cl.CON (methoxyamine hydrochloride). Run in N1=CC=CC=C1 (pyridine). Conditions: time 8 hour. Product: CON=CC1=CC2=C(C(=C(C=C2OC12CCC2)C)O)C (6-hydroxy-5,7-dimethylspiro[chromene-2,1′-cyclobutane]-3-carbaldehyde O-methyloxime). As a reaction SMILES: OC[CH:3]1[C:12]2([CH2:15][CH2:14][CH2:13]2)[O:11][C:10]2[C:5](=[C:6]([CH3:19])[C:7]([OH:18])=[C:8]([CH3:17])[C:9]=2[CH3:16])[CH2:4]1.Cl.[CH3:21][O:22][NH2:23]>N1C=CC=CC=1>[CH3:21][O:22][N:23]=[CH:4][C:3]1[C:12]2([CH2:13][CH2:14][CH2:15]2)[O:11][C:10]2[C:9](=[C:8]([CH3:17])[C:7]([OH:18])=[C:6]([CH3:19])[CH:5]=2)[CH:16]=1 |f:1.2|. Reported procedure: To a solution of 6-hydroxy-5,7-dimethylspiro[chromene-2,1′-cyclobutane]-3-carbaldehyde (421 mg, prepared as described in Example 19) in 8 mL of pyridine was added methoxyamine hydrochloride (628 mg). The reaction mixture was allowed to stir at room temperature overnight. The mixture was extracted with ethyl acetate and washed with 1N HCl. The organic solvent was evaporated in vacuo, the residue was purified by flash chromatography eluted with 10% ethyl acetate in hexane to give 6-hydroxy-5,7-dim...